This data is from the Open Reaction Database (ORD), a public repository of structured organic reaction records. The task is: describe an organic reaction: reactants, conditions, products, and yield The reactants are C(C)(=O)NC[C@@H](C)C=1C=CC=C2C(=CC=NC12)C(=O)NC ((S)-8-(1-acetamidopropan-2-yl)-N-methylquinoline-4-carboxamide), [OH-].[Na+] (NaOH), Cl.NC[C@@H](C)C=1C=CC=C2C(=CC=NC12)C(=O)NC (8-[(1S)-2-amino-1-methyl-ethyl]-N-methyl-quinoline-4-carboxamide, hydrochloride), C(C)(=O)NC[C@@H](C)C=1C=CC=C2C(=CC=NC12)C(=O)NC ((S)-8-(1-acetamidopropan-2-yl)-N-methylquinoline-4-carboxamide), Cl (HCl), Cl (HCl), Cl.CC(C)O (HCl i-PrOH). The solvent is CCOC(=O)C (EtOAc). Run at temperature 60 celsius, time 2 day. Yields the product Cl.Cl.NC[C@@H](C)C=1C=CC=C2C(=CC=NC12)C(=O)NC ((S)-8-(1-aminopropan-2-yl)-N-methylquinoline-4-carboxamide, dihydrochloride). The yield is 64.0%. As a reaction SMILES: C([NH:4][CH2:5][C@H:6]([C:8]1[CH:9]=[CH:10][CH:11]=[C:12]2[C:17]=1[N:16]=[CH:15][CH:14]=[C:13]2[C:18]([NH:20][CH3:21])=[O:19])[CH3:7])(=O)C.[ClH:22].[OH-].[Na+].Cl.CC(O)C.Cl.NC[C@H](C1C=CC=C2C=1N=CC=C2C(NC)=O)C>CCOC(C)=O>[ClH:22].[ClH:22].[NH2:4][CH2:5][C@H:6]([C:8]1[CH:9]=[CH:10][CH:11]=[C:12]2[C:17]=1[N:16]=[CH:15][CH:14]=[C:13]2[C:18]([NH:20][CH3:21])=[O:19])[CH3:7] |f:2.3,4.5,6.7,9.10.11|. Procedure: As shown in step 10-iii of Scheme 10, (S)-8-(1-acetamidopropan-2-yl)-N-methylquinoline-4-carboxamide (11.0 g, 38.55 mmol) in 6M aqueous HCl (192.7 mL, 1.156 mol) was warmed to 60° C. After stirring for 2 days at this temperature, the reaction mixture was cooled and an additional 20 mL of 6M HCl was added. Stirring was continued for an additional 2 days at 70° C. The reaction mixture was cooled with an ice bath and the pH adjusted to about 11 with 6M NaOH (aq). The aqueous mixture was extracted w... Reactants: OS(=O)(=O)O (H2SO4), C[C@H](CCC(=O)O)[C@H]1CC[C@@H]2[C@@]1([C@H](C[C@H]3[C@H]2[C@@H](C[C@H]4[C@@]3(CC[C@H](C4)O)C)O)O)C (cholic acid), S(=O)(=O)(C)Cl (mesyl chloride), CC(OCC)=O (EA). Run in O (water), C(C)(=O)O (acetic acid), N1=CC=CC=C1 (pyridine). Reaction conditions: time 3 hour. Product: OC1CC2CC(CCC2(C2CC(C3(C(CCC3C12)C(CCC(=O)O)C)C)O)C)OS(=O)(=O)C (4-(7,12-Dihydroxy-3-methanesulfonyloxy-10,13-dimethylhexadecahydrocyclopenta[a]phenanthren-17-yl)pentanoic acid). RXN SMILES: [CH3:1][C@@H:2]([C@@H:8]1[C@@:12]2([CH3:29])[C@@H:13]([OH:28])[CH2:14][C@@H:15]3[C@@:20]4([CH3:26])[CH2:21][CH2:22][C@@H:23]([OH:25])[CH2:24][C@H:19]4[CH2:18][C@@H:17]([OH:27])[C@H:16]3[C@@H:11]2[CH2:10][CH2:9]1)[CH2:3][CH2:4][C:5]([OH:7])=[O:6].[S:30](Cl)([CH3:33])(=[O:32])=[O:31].OS(O)(=O)=O.CC(=O)OCC>N1C=CC=CC=1.O.C(O)(=O)C>[OH:27][CH:17]1[CH:16]2[CH:15]([CH2:14][CH:13]([OH:28])[C:12]3([CH3:29])[CH:11]2[CH2:10][CH2:9][CH:8]3[CH:2]([CH3:1])[CH2:3][CH2:4][C:5]([OH:7])=[O:6])[C:20]2([CH3:26])[CH:19]([CH2:24][CH:23]([O:25][S:30]([CH3:33])(=[O:32])=[O:31])[CH2:22][CH2:21]2)[CH2:18]1. Procedure: 100 g of cholic acid are dissolved in 500 ml of pyridine and 23.1 ml of mesyl chloride are added dropwise at 0° C. over a period of 30 minutes. The mixture is stirred at RT for 3 hours, then poured onto a solution of 400 ml of H2SO4 in 3 l of water at 0° C. and extracted 4 times with 750 ml of EA each time. The organic phase is dried over Na2SO4 and the solvent is removed in vacuo. The residue is crystallized using diisopropyl ether and 117.1 g are obtained; m.p. 121° C. (with decomposition). Rf... Reactants: BrC=1C=C(C(=O)O)C(=CN1)NC1=C(C=C(C=C1)I)F (2-bromo-5-[(2-fluoro-4-iodophenyl)amino]isonicotinic acid), C(=O)(N1C=NC=C1)N1C=NC=C1 (1,1′-carbonylbis(1H-imidazole)), O (Water), C(C)(=O)[O-].[NH4+] (Ammonium acetate). Run in CN(C=O)C (N,N-dimethylformamide). Run at time 7 hour. Yields the product BrC=1C=C(C(=O)N)C(=CN1)NC1=C(C=C(C=C1)I)F (2-Bromo-5-(2-fluoro-4-iodo-phenylamino)-isonicotinamide). Yield: 59.1%. RXN SMILES: [Br:1][C:2]1[CH:3]=[C:4]([C:8]([NH:11][C:12]2[CH:17]=[CH:16][C:15]([I:18])=[CH:14][C:13]=2[F:19])=[CH:9][N:10]=1)[C:5](O)=[O:6].C(N1C=CN=C1)([N:22]1C=CN=C1)=O.C([O-])(=O)C.[NH4+].O>CN(C)C=O>[Br:1][C:2]1[CH:3]=[C:4]([C:8]([NH:11][C:12]2[CH:17]=[CH:16][C:15]([I:18])=[CH:14][C:13]=2[F:19])=[CH:9][N:10]=1)[C:5]([NH2:22])=[O:6] |f:2.3|. Procedure: To a solution of 2-bromo-5-[(2-fluoro-4-iodophenyl)amino]isonicotinic acid (145.0 mg, 0.33 mmol) in N,N-dimethylformamide (1.50 ml), 1,1′-carbonylbis(1H-imidazole) (60 mg, 0.36 mmol) was added, and the mixture was stirred at room temperature for 7 hours to obtain a homogeneous solution. Ammonium acetate (65 mg, 0.83 mmol) was added, and stirred for 2 h. Water (10 ml) was added, and the precipitated solid was filtered, washed with hot methanol to obtain 2-Bromo-5-(2-fluoro-4-iodo-phenylamino)-iso... Solvent: CCO (EtOH). Reaction SMILES: O=C1C2C(=CC=CC=2)C(=O)[N:3]1[CH2:12][C@@H:13]1[CH2:19][C@H:18]2[C@H:16]([CH2:17]2)[CH2:15][N:14]1[C:20]([O:22][C:23]([CH3:26])([CH3:25])[CH3:24])=[O:21].NN>CCO>[NH2:3][CH2:12][C@@H:13]1[CH2:19][C@H:18]2[C@H:16]([CH2:17]2)[CH2:15][N:14]1[C:20]([O:22][C:23]([CH3:26])([CH3:25])[CH3:24])=[O:21]. Run at time 2 hour. Reactants: O=C1N(C(C2=CC=CC=C12)=O)C[C@H]1N(C[C@H]2C[C@H]2C1)C(=O)OC(C)(C)C (1,1-dimethylethyl (1S,4S,6S)-4-[(1,3-dioxo-1,3-dihydro-2H-isoindol-2-yl)methyl]-3-azabicyclo[4.1.0]heptane-3-carboxylate), NN (hydrazine). Procedure details: 1,1-dimethylethyl (1S,4S,6S)-4-[(1,3-dioxo-1,3-dihydro-2H-isoindol-2-yl)methyl]-3-azabicyclo[4.1.0]heptane-3-carboxylate D28 (1.8 g) was dissolved in EtOH (8 ml) then hydrazine (2.476 ml, 50.5 mmol) was carefully added and the reaction stirred at room temperature for 2 hours. All volatiles were removed under vacuum and the solid residue was purified by SCX chromatography (column size 20 g using MeOH 100% to MeOH/NH3 2M). The product recovered showed a low purity so it was purified again by silic... The product is NC[C@H]1N(C[C@H]2C[C@H]2C1)C(=O)OC(C)(C)C (1,1-dimethylethyl (1S,4S,6S)-4-(aminomethyl)-3-azabicyclo[4.1.0]heptane-3-carboxylate). The reactants are ClC1=CC(=CC=C1)C(=O)OO (m-chloroperbenzoic acid), solution, C(C1=CC=CC=C1)N1C2=CC=CC=C2C=2C(=CC(=C(C12)S(=O)C)CC(=O)OC(C)C)C (isopropyl (9-benzyl-1-methylsulfinyl-4-methylcarbazol-2-yl)acetate), C(O)([O-])=O.[Na+] (sodium hydrogencarbonate). The solvent is C(Cl)Cl (methylene chloride). Reaction conditions: time 30 minute. Yields the product C(C1=CC=CC=C1)N1C2=CC=CC=C2C=2C(=CC(=C(C12)S(=O)(=O)C)CC(=O)OC(C)C)C (Isopropyl (9-Benzyl-1-methylsulfonyl-4-methylcarbazol-2-yl)acetate). Yield: 87.0%. As a reaction SMILES: ClC1C=CC=C(C(OO)=[O:9])C=1.[CH2:12]([N:19]1[C:31]2[C:30]([S:32]([CH3:34])=[O:33])=[C:29]([CH2:35][C:36]([O:38][CH:39]([CH3:41])[CH3:40])=[O:37])[CH:28]=[C:27]([CH3:42])[C:26]=2[C:25]2[C:20]1=[CH:21][CH:22]=[CH:23][CH:24]=2)[C:13]1[CH:18]=[CH:17][CH:16]=[CH:15][CH:14]=1.C(=O)([O-])O.[Na+]>C(Cl)Cl>[CH2:12]([N:19]1[C:31]2[C:30]([S:32]([CH3:34])(=[O:9])=[O:33])=[C:29]([CH2:35][C:36]([O:38][CH:39]([CH3:40])[CH3:41])=[O:37])[CH:28]=[C:27]([CH3:42])[C:26]=2[C:25]2[C:20]1=[CH:21][CH:22]=[CH:23][CH:24]=2)[C:13]1[CH:14]=[CH:15][CH:16]=[CH:17][CH:18]=1 |f:2.3|. Procedure details: 44 mg (0.25 mmol) of m-chloroperbenzoic acid was added to 6 ml of a solution of 100 mg (0.23 mmol) of isopropyl (9-benzyl-1-methylsulfinyl-4-methylcarbazol-2-yl)acetate, as obtained in Example 215 below, in methylene chloride at room temperature, and the mixture was stirred for 30 minutes. After this time, a saturated aqueous solution of sodium hydrogencarbonate was added to the mixture, the aqueous layer was extracted with methylene chloride, the extract was dried over anhydrous magnesium sulfa... Starting materials: BrC1=C(C=CC(=C1)F)S(=O)(=O)Cl (2-Bromo-4-fluorobenzenesulfonyl chloride), NC1=C(C2=C(C=3C=COC3CCO2)C=C1)C(=O)OC (methyl 8-amino-4,5-dihydro-3,6-dioxabenzo[e]azulene-7-carboxylate), NC1=C(C2=C(C=3C=COC3CCO2)C=C1)C(=O)OC (methyl 8-amino-4,5-dihydro-3,6-dioxabenzo[e]azulene-7-carboxylate), N1=CC=CC=C1 (pyridine). The solvent is C(Cl)Cl (DCM). Conditions: time 18 hour. The product is BrC1=C(C=CC(=C1)F)S(=O)(=O)NC1=C(C2=C(C=3C=COC3CCO2)C=C1)C(=O)OC (methyl 8-(2-bromo-4-fluorobenzenesulfonylamino)-4,5-dihydro-3,6-dioxa-benzo[e]azulene-7-carboxylate). Isolated yield 95.6%. Reaction SMILES: [Br:1][C:2]1[CH:7]=[C:6]([F:8])[CH:5]=[CH:4][C:3]=1[S:9](Cl)(=[O:11])=[O:10].[NH2:13][C:14]1[CH:27]=[CH:26][C:17]2[C:18]3[CH:19]=[CH:20][O:21][C:22]=3[CH2:23][CH2:24][O:25][C:16]=2[C:15]=1[C:28]([O:30][CH3:31])=[O:29].N1C=CC=CC=1>C(Cl)Cl>[Br:1][C:2]1[CH:7]=[C:6]([F:8])[CH:5]=[CH:4][C:3]=1[S:9]([NH:13][C:14]1[CH:27]=[CH:26][C:17]2[C:18]3[CH:19]=[CH:20][O:21][C:22]=3[CH2:23][CH2:24][O:25][C:16]=2[C:15]=1[C:28]([O:30][CH3:31])=[O:29])(=[O:11])=[O:10]. Procedure details: 2-Bromo-4-fluorobenzenesulfonyl chloride (0.55 g) was added to a solution of methyl 8-amino-4,5-dihydro-3,6-dioxabenzo[e]azulene-7-carboxylate (Intermediate 15, 0.47 g) and pyridine (3 mL) in DCM (5 mL) and the mixture was stirred for 18 hours. The mixture was evaporated to dryness and water and ethyl acetate were added. The organic layer was separated, dried (MgSO4) and filtered. The filtrate was evaporated to dryness and the residue was purified by chromatography on silica, eluting with a mixt...